The task is: describe an organic reaction: reactants, conditions, products, and yield. This data is from the Open Reaction Database (ORD), a public repository of structured organic reaction records. Reactants: COc1cc(C(=O)Cl)cc(OC)c1OC, CCOCC, Nc1ccccc1Nc1ccccc1. The product is COc1cc(C(=O)Nc2ccccc2Nc2ccccc2)cc(OC)c1OC. Reaction SMILES: [CH3:15][O:16][c:17]1[cH:18][c:19]([C:20](=[O:21])[Cl:22])[cH:23][c:24]([O:28][CH3:29])[c:25]1[O:26][CH3:27].[CH3:30][CH2:31][O:32][CH2:33][CH3:34].[c:1]1([NH:7][c:8]2[c:9]([NH2:14])[cH:10][cH:11][cH:12][cH:13]2)[cH:2][cH:3][cH:4][cH:5][cH:6]1>>[c:1]1([NH:7][c:8]2[c:9]([NH:14][C:20]([c:19]3[cH:18][c:17]([O:16][CH3:15])[c:25]([O:26][CH3:27])[c:24]([O:28][CH3:29])[cH:23]3)=[O:21])[cH:10][cH:11][cH:12][cH:13]2)[cH:2][cH:3][cH:4][cH:5][cH:6]1. The reactants are O=C1CCC(=O)N1Br, CCOC(=O)CSc1nccn1-c1ccc(C#N)c2ccccc12, ClCCl. Product: CCOC(=O)CSc1ncc(Br)n1-c1ccc(C#N)c2ccccc12. As a reaction SMILES: [Br:1][N:2]1[C:3](=[O:4])[CH2:5][CH2:6][C:7]1=[O:8].[C:9](#[N:10])[c:11]1[cH:12][cH:13][c:14](-[n:21]2[c:22]([S:26][CH2:27][C:28](=[O:29])[O:30][CH2:31][CH3:32])[n:23][cH:24][cH:25]2)[c:15]2[cH:16][cH:17][cH:18][cH:19][c:20]12.[Cl:33][CH2:34][Cl:35]>>[Br:1][c:25]1[n:21](-[c:14]2[cH:13][cH:12][c:11]([C:9]#[N:10])[c:20]3[c:15]2[cH:16][cH:17][cH:18][cH:19]3)[c:22]([S:26][CH2:27][C:28](=[O:29])[O:30][CH2:31][CH3:32])[n:23][cH:24]1. Reported procedure: A Grignard reagent solution prepared from 1.0 g of magnesium, 7.6 g of 1-bromo-3,4-difluorobenzene and 75 ml of tetrahydrofuran was added dropwise to a mixture of 9.0 g of 2-(p-iodophenyl)dioxolane, 100 ml of tetrahydrofuran, 0.025 g of palladium(II) chloride and 0.16 g of 1,3-bis(triphenylphosphino)propane. The reaction mixture was heated to boiling for 3 days and, after cooling, extracted with 200 ml of diethyl ether and 120 ml of 0.5N ammonium chloride solution. The organic phase was washed w... RXN SMILES: [Mg].Br[C:3]1[CH:8]=[CH:7][C:6]([F:9])=[C:5]([F:10])[CH:4]=1.I[C:12]1[CH:17]=[CH:16][C:15]([CH:18]2[O:22][CH2:21][CH2:20][O:19]2)=[CH:14][CH:13]=1.C1(P(C2C=CC=CC=2)(C2C=CC=CC=2)CCCP(C2C=CC=CC=2)(C2C=CC=CC=2)C2C=CC=CC=2)C=CC=CC=1>[Pd](Cl)Cl.O1CCCC1>[F:10][C:5]1[CH:4]=[C:3]([C:12]2[CH:17]=[CH:16][C:15]([CH:18]3[O:19][CH2:20][CH2:21][O:22]3)=[CH:14][CH:13]=2)[CH:8]=[CH:7][C:6]=1[F:9]. Conditions: time 3 day. Starting materials: Grignard reagent, [Mg] (magnesium), BrC1=CC(=C(C=C1)F)F (1-bromo-3,4-difluorobenzene), IC1=CC=C(C=C1)C1OCCO1 (2-(p-iodophenyl)dioxolane), C1(=CC=CC=C1)P(CCCP(C1=CC=CC=C1)(C1=CC=CC=C1)C1=CC=CC=C1)(C1=CC=CC=C1)C1=CC=CC=C1 (1,3-bis(triphenylphosphino)propane). Yields the product FC=1C=C(C=CC1F)C1=CC=C(C=C1)C1OCCO1 (2-(3',4'-difluoro-4-biphenylyl)dioxolane). Run in O1CCCC1 (tetrahydrofuran), O1CCCC1 (tetrahydrofuran). Reagents/catalysts: [Pd](Cl)Cl (palladium(II) chloride). The reactants are CCCCCCCOc1ccc(C(=O)Oc2ccc(CC(NC(=O)c3ccc(C(C)(C)C)cc3)C(=O)OC(C)(C)C)cc2)cc1, ClCCl, O=C(O)C(F)(F)F. Product: CCCCCCCOc1ccc(C(=O)Oc2ccc(CC(NC(=O)c3ccc(C(C)(C)C)cc3)C(=O)O)cc2)cc1. Reaction SMILES: [CH2:1]([CH2:2][CH2:3][CH2:4][CH2:5][CH2:6][CH3:7])[O:8][c:9]1[cH:10][cH:11][c:12]([C:13](=[O:14])[O:15][c:16]2[cH:17][cH:18][c:19]([CH2:22][CH:23]([C:24](=[O:25])[O:26][C:27]([CH3:28])([CH3:29])[CH3:30])[NH:31][C:32]([c:33]3[cH:34][cH:35][c:36]([C:39]([CH3:40])([CH3:41])[CH3:42])[cH:37][cH:38]3)=[O:43])[cH:20][cH:21]2)[cH:44][cH:45]1.[Cl:53][CH2:54][Cl:55].[F:46][C:47]([F:48])([F:49])[C:50]([OH:51])=[O:52]>>[CH2:1]([CH2:2][CH2:3][CH2:4][CH2:5][CH2:6][CH3:7])[O:8][c:9]1[cH:10][cH:11][c:12]([C:13](=[O:14])[O:15][c:16]2[cH:17][cH:18][c:19]([CH2:22][CH:23]([C:24](=[O:25])[OH:26])[NH:31][C:32]([c:33]3[cH:34][cH:35][c:36]([C:39]([CH3:40])([CH3:41])[CH3:42])[cH:37][cH:38]3)=[O:43])[cH:20][cH:21]2)[cH:44][cH:45]1. Starting materials: ClC(C1OC1)(Cl)Cl (2-(Trichloromethyl)oxirane), CC(C)(C)N (1,1-dimethylethylamine), ClC(C1OC1)(Cl)Cl (2-(trichloromethyl)oxirane). Run in CO (methanol). The product is CC(C)(C)NCC(C(Cl)(Cl)Cl)O (3-(1,1-dimethylethylamino)-1,1,1-trichloro-2-propanol). As a reaction SMILES: [Cl:1][C:2]([Cl:7])([Cl:6])[CH:3]1[CH2:5][O:4]1.[CH3:8][C:9]([NH2:12])([CH3:11])[CH3:10]>CO>[CH3:8][C:9]([NH:12][CH2:5][CH:3]([OH:4])[C:2]([Cl:7])([Cl:6])[Cl:1])([CH3:11])[CH3:10]. Procedure details: The preparation of 2-(trichloromethyl)oxirane is reported by H. Gilman and R. K. Abbott, Jr., J. Org. Chem. 8, 224 (1943). 2-(Trichloromethyl)oxirane can be reacted with 1,1-dimethylethylamine at about -30° to +50° C. in a solvent such as methanol to produce 3-(1,1-dimethylethylamino)-1,1,1-trichloro-2-propanol. The reactants are COc1ccc(Cn2cc(C)c3ccc(C(=O)Cl)cc32)cc1, CNOC, ClC(Cl)Cl, Cl, c1ccncc1. The product is COc1ccc(Cn2cc(C)c3ccc(C(=O)N(C)OC)cc32)cc1. RXN SMILES: [CH3:1][O:2][c:3]1[cH:4][cH:5][c:6]([CH2:7][n:8]2[cH:9][c:10]([CH3:20])[c:11]3[cH:12][cH:13][c:14]([C:17](=[O:18])[Cl:19])[cH:15][c:16]23)[cH:21][cH:22]1.[CH3:24][NH:25][O:26][CH3:27].[CH:34]([Cl:35])([Cl:36])[Cl:37].[ClH:23].[cH:28]1[cH:29][cH:30][n:31][cH:32][cH:33]1>>[CH3:1][O:2][c:3]1[cH:4][cH:5][c:6]([CH2:7][n:8]2[cH:9][c:10]([CH3:20])[c:11]3[cH:12][cH:13][c:14]([C:17](=[O:18])[N:25]([CH3:24])[O:26][CH3:27])[cH:15][c:16]23)[cH:21][cH:22]1. The reactants are C(=O)=O (dry ice), CC1=C(C(=O)C2=C(C1=O)N3C[C@H]4[C@@H]([C@@]3([C@@H]2COC(=O)N)OC)N4)OC (mitomycin A), solution, [OH-].[K+] (KOH), OCCSSCCO (2-hydroxyethyldisulphide), OCCSSCCO (2-hydroxyethyldisulphide). Product: C(N)(O)=O.OCC1C2(N(C=3C(C(=C(C(C13)=O)OCCSSCCO)C)=O)CC1C2N1)OC (1,1a,2,8,8a,8b-Hexahydro-8-(hydroxymethyl)-8a-methoxy-5-methyl-6-[2-(2-hydroxyethyldithio)ethoxy]azirino[2',3':3,4]pyrrolo[1,2-a]indole-4,7-dione carbamate). Yield: 44.0%. Reaction SMILES: [CH3:1][C:2]1[C:8](=[O:9])[C:7]2[N:10]3[C@@:14]([O:21][CH3:22])([C@H:15]([CH2:16][O:17][C:18]([NH2:20])=[O:19])[C:6]=2[C:4](=[O:5])[C:3]=1[O:24][CH3:25])[C@H:13]1[NH:23][C@H:12]1[CH2:11]3.[OH-].[K+].C(=O)=O.[OH:31][CH2:32][CH2:33][S:34][S:35][CH2:36]CO>>[C:18](=[O:17])([OH:19])[NH2:20].[OH:17][CH2:16][CH:15]1[C:6]2[C:4](=[O:5])[C:3]([O:24][CH2:25][CH2:36][S:35][S:34][CH2:33][CH2:32][OH:31])=[C:2]([CH3:1])[C:8](=[O:9])[C:7]=2[N:10]2[CH2:11][CH:12]3[NH:23][CH:13]3[C:14]12[O:21][CH3:22] |f:1.2,5.6|. Procedure: A solution of mitomycin A (100 mg or 0.286 mmole) in 4 ml of 2-hydroxyethyldisulphide was stirred at room temperature and under nitrogen for 45 minutes with 240 mg of a 1.6% solution of KOH in 2-hydroxyethyldisulphide. The reaction mixture was decomposed with excess dry ice while immersing the flask into a water bath at room temperature. The reaction mixture was chromatographed on a silica gel column using CHCl3 -acetone 1:1 and the CHCl3 -MeOH 9:1 as solvent systems. The product was further pur... Starting materials: COS(=O)(=O)OC, N=C(NO)c1ccc(C(=O)Nc2ccc(Cl)c(-c3ccccn3)c2)cc1, [Na+], C1COCCO1, [OH-]. Product: CONC(=N)c1ccc(C(=O)Nc2ccc(Cl)c(-c3ccccn3)c2)cc1. As a reaction SMILES: [CH3:29][O:30][S:31]([O:32][CH3:33])(=[O:34])=[O:35].[Cl:1][c:2]1[c:3](-[c:21]2[n:22][cH:23][cH:24][cH:25][cH:26]2)[cH:4][c:5]([NH:8][C:9]([c:10]2[cH:11][cH:12][c:13]([C:16]([NH:17][OH:18])=[NH:19])[cH:14][cH:15]2)=[O:20])[cH:6][cH:7]1.[Na+:28].[O:36]1[CH2:37][CH2:38][O:39][CH2:40][CH2:41]1.[OH-:27]>>[Cl:1][c:2]1[c:3](-[c:21]2[n:22][cH:23][cH:24][cH:25][cH:26]2)[cH:4][c:5]([NH:8][C:9]([c:10]2[cH:11][cH:12][c:13]([C:16]([NH:17][O:18][CH3:29])=[NH:19])[cH:14][cH:15]2)=[O:20])[cH:6][cH:7]1.